This data is from the Open Reaction Database (ORD), a public repository of structured organic reaction records. The task is: describe an organic reaction: reactants, conditions, products, and yield The reactants are CSc1ccc(C(=O)CBr)cc1, O=C([O-])[O-], ClCCl, CCCC[N+](CCCC)(CCCC)CCCC, Oc1ccc(F)cc1F, [K+], [K+], O, O=S(=O)([O-])O. Yields the product CSc1ccc(C(=O)COc2ccc(F)cc2F)cc1. RXN SMILES: [Br:10][CH2:11][C:12](=[O:13])[c:14]1[cH:15][cH:16][c:17]([S:20][CH3:21])[cH:18][cH:19]1.[C:22](=[O:23])([O-:24])[O-:25].[CH2:28]([Cl:29])[Cl:30].[CH2:36]([N+:37]([CH2:38][CH2:39][CH2:40][CH3:41])([CH2:42][CH2:43][CH2:44][CH3:45])[CH2:46][CH2:47][CH2:48][CH3:49])[CH2:50][CH2:51][CH3:52].[F:1][c:2]1[c:3]([OH:9])[cH:4][cH:5][c:6]([F:8])[cH:7]1.[K+:26].[K+:27].[OH2:53].[S:31]([O-:32])([OH:33])(=[O:34])=[O:35]>>[F:1][c:2]1[c:3]([O:9][CH2:11][C:12](=[O:13])[c:14]2[cH:15][cH:16][c:17]([S:20][CH3:21])[cH:18][cH:19]2)[cH:4][cH:5][c:6]([F:8])[cH:7]1. Starting materials: Cl (hydrochloric acid), SC1=CC(=C(C(=O)OC)C=C1[N+](=O)[O-])C (methyl 4-mercapto-2-methyl-5-nitrobenzoate), C([O-])([O-])=O.[K+].[K+] (potassium carbonate), BrC(C(=O)OCC)(C)C (ethyl 2-bromoisobutyrate). Solvent: O (water), CN(C=O)C (N,N-dimethyl-formamide). Conditions: temperature 80 celsius, time 4 hour. Product: crude product, C(C)OC(C(C)(C)SC1=CC(=C(C(=O)OC)C=C1[N+](=O)[O-])C)=O (Methyl 4-[(2-ethoxy-1,1-dimethyl-2-oxoethyl)thio]-2-methyl-5-nitrobenzoate). RXN SMILES: [SH:1][C:2]1[C:11]([N+:12]([O-:14])=[O:13])=[CH:10][C:5]([C:6]([O:8][CH3:9])=[O:7])=[C:4]([CH3:15])[CH:3]=1.C(=O)([O-])[O-].[K+].[K+].Br[C:23]([CH3:30])([CH3:29])[C:24]([O:26][CH2:27][CH3:28])=[O:25].Cl>CN(C)C=O.O>[CH2:27]([O:26][C:24](=[O:25])[C:23]([S:1][C:2]1[C:11]([N+:12]([O-:14])=[O:13])=[CH:10][C:5]([C:6]([O:8][CH3:9])=[O:7])=[C:4]([CH3:15])[CH:3]=1)([CH3:30])[CH3:29])[CH3:28] |f:1.2.3|. Procedure: To a solution of methyl 4-mercapto-2-methyl-5-nitrobenzoate (1.17 g) in N,N-dimethyl-formamide (20 ml) were added potassium carbonate (1.42 g), ethyl 2-bromoisobutyrate, and the mixture was stirred at 80° C. for 4 hours. After the reaction was complete, water and 2N hydrochloric acid were added thereto, and the mixture was extracted with ethyl acetate. The organic layer was dried over sodium sulfate, filtered, concentrated under reduced pressure. The obtained residue was purified by column chrom... The reactants are ice water, ClC=1C=C2C(=NC1)SC(N2CC(=O)N2CCNCC2)=O (6-chloro-2-oxo-1-(1-piperazinyl)carbonylmethyl-1,2-dihydrothiazolo[5,4-b]pyridine), ClCC(C)=O (chloroacetone), C([O-])([O-])=O.[K+].[K+] (potassium carbonate). Run in CN(C=O)C (N,N-dimethylformamide). Run at temperature 80 celsius. Product: ClC=1C=C2C(=NC1)SC(N2CC(=O)N2CCN(CC2)CC(=O)C)=O (6-chloro-2-oxo-1-[(4-acetonyl-1-piperazinyl)carbonylmethyl]-1,2-dihydrothiazolo[5,4-b]pyridine). Isolated yield 47.7%. Reaction SMILES: [Cl:1][C:2]1[CH:3]=[C:4]2[N:10]([CH2:11][C:12]([N:14]3[CH2:19][CH2:18][NH:17][CH2:16][CH2:15]3)=[O:13])[C:9](=[O:20])[S:8][C:5]2=[N:6][CH:7]=1.Cl[CH2:22][C:23](=[O:25])[CH3:24].C(=O)([O-])[O-].[K+].[K+]>CN(C)C=O>[Cl:1][C:2]1[CH:3]=[C:4]2[N:10]([CH2:11][C:12]([N:14]3[CH2:15][CH2:16][N:17]([CH2:22][C:23]([CH3:24])=[O:25])[CH2:18][CH2:19]3)=[O:13])[C:9](=[O:20])[S:8][C:5]2=[N:6][CH:7]=1 |f:2.3.4|. Procedure: A mixture of 6-chloro-2-oxo-1-(1-piperazinyl)carbonylmethyl-1,2-dihydrothiazolo[5,4-b]pyridine (0.80 g), chloroacetone (0.24 g), and potassium carbonate (0.35 g) in dry N,N-dimethylformamide (2.4 ml) was heated at 80° C. for 30 min. The mixture was poured into an ice-water, and the precipitates obtained were extracted with chloroform. The chloroform layer was washed with water, dried over magnesium sulfate, and evaporated to give crude crystals (0.85 g). The crude crystals were recrystallized fr...